From a dataset of the Open Reaction Database (ORD), a public repository of structured organic reaction records. describe an organic reaction: reactants, conditions, products, and yield Reactants: CC(CC(C)(C)C)(C)NS(=O)(=O)\C=C\C1=C(C=CC=C1)Cl ((E)-2-(2-Chloro-phenyl)-ethenesulfonic acid (1,1,3,3-tetramethyl-butyl)-amide), FC(C(=O)O)(F)F (trifluoroacetic acid). The solvent is ClCCl (dichloromethane). Product: ClC1=C(C=CC=C1)/C=C/S(=O)(=O)N ((E)-2-(2-chloro-phenyl)-ethenesulfonic acid amide). Yield: 128.9%. Reaction SMILES: CC([NH:9][S:10](/[CH:13]=[CH:14]/[C:15]1[CH:20]=[CH:19][CH:18]=[CH:17][C:16]=1[Cl:21])(=[O:12])=[O:11])(C)CC(C)(C)C.FC(F)(F)C(O)=O>ClCCl>[Cl:21][C:16]1[CH:17]=[CH:18][CH:19]=[CH:20][C:15]=1/[CH:14]=[CH:13]/[S:10]([NH2:9])(=[O:11])=[O:12]. Reported procedure: (E)-2-(2-Chloro-phenyl)-ethenesulfonic acid (1,1,3,3-tetramethyl-butyl)-amide (4.55 g, 12.3 mmol) was stirred for 15 minutes in a 1:1 mixture of trifluoroacetic acid and dichloromethane (18 mL). The solution was concentrated in vacuo to afford a solid. The solid was washed with dichloromethane (5 mL) and heptane (150 mL) and was collected by suction filtration. The solid was dried under vacuum at room temperature to afford crude (E)-2-(2-chloro-phenyl)-ethenesulfonic acid amide (3.45 g) which wa... Starting materials: COC1=C(C=O)C=CC(=C1OC)OC (2,3,4-trimethoxybenzaldehyde), Cl.CNO (N-methylhydroxylamine hydrochloride), [OH-].[Na+] (sodium hydroxide). Solvent: C(C)O (ethanol), O (water). Run at time 22 hour. The product is C[N+](=CC1=C(C(=C(C=C1)OC)OC)OC)[O-] (N-methyl-C-(2,3,4-trimethoxyphenyl)nitrone). Isolated yield 98.7%. Reaction SMILES: [CH3:1][O:2][C:3]1[C:10]([O:11][CH3:12])=[C:9]([O:13][CH3:14])[CH:8]=[CH:7][C:4]=1[CH:5]=O.Cl.[CH3:16][NH:17][OH:18].[OH-].[Na+]>C(O)C.O>[CH3:16][N+:17]([O-:18])=[CH:5][C:4]1[CH:7]=[CH:8][C:9]([O:13][CH3:14])=[C:10]([O:11][CH3:12])[C:3]=1[O:2][CH3:1] |f:1.2,3.4|. Procedure: To a stirred suspension of 9.97 g (50.9 mmol) of 2,3,4-trimethoxybenzaldehyde and 4.43 g (53.1 mmol) of N-methylhydroxylamine hydrochloride in 100 mL of ethanol was added a solution of 2.05 g (51.3 mmol) of sodium hydroxide in 15 mL of water. The mixture was stirred at room temperature for 22 h and evaporated in vacuo to remove the bulk of the solvent. The residual solid was taken up in 150 mL of dichloromethane, washed with 50 mL of water and dried over MgSO4. Removal of the solvent afforded 11... Reaction conditions: temperature 0 celsius, time 2 hour. Solvent: C(=O)(C(F)(F)F)O (TFA). Product: Cl.BrC=1C=CC(=C(C1)NN)SCCCCl (1-{5-bromo-2-[(3-chloropropyl)sulfanyl]phenyl}hydrazine hydrochloride). Starting materials: O.O.Cl[Sn]Cl (SnCl2.2H2O), BrC=1C=CC(=C(N)C1)SCCCCl (5-Bromo-2-[(3-chloropropyl)sulfanyl]aniline), N(=O)[O-].[Na+] (NaNO2), Cl (HCl). Reaction SMILES: [Br:1][C:2]1[CH:3]=[CH:4][C:5]([S:9][CH2:10][CH2:11][CH2:12][Cl:13])=[C:6]([CH:8]=1)[NH2:7].Cl.[N:15]([O-])=O.[Na+].O.O.Cl[Sn]Cl>C(O)(C(F)(F)F)=O>[ClH:13].[Br:1][C:2]1[CH:3]=[CH:4][C:5]([S:9][CH2:10][CH2:11][CH2:12][Cl:13])=[C:6]([NH:7][NH2:15])[CH:8]=1 |f:2.3,4.5.6,8.9|. Reported procedure: 5-Bromo-2-[(3-chloropropyl)sulfanyl]aniline (0.938 g, 3.3 mmol) was dissolved in TFA (4 mL). The reaction flask was cooled to 0° C. and HCl (15 mL) was added. To the resulting suspension, an aqueous solution of NaNO2 (0.25 g, 3.7 mmol, 3 mL H2O) was slowly added. The flask was warmed to rt and stirred for 2 hrs. The flask was re-cooled to 0° C. and was transferred via cannula to an aqueous solution of SnCl2.2H2O (1.49 g, 6.6 mmol, 3 mL of H2O). The solution was stirred for 3 hours. The precipita... Isolated yield 75.0%. The reactants are FC=1C=C(C=CC1SC1=CC=CC=C1)[N+](=O)[O-] (3-fluoro-4-(phenylthio)nitrobenzene), [Mn](=O)(=O)(=O)[O-].[K+] (potassium permanganate), O (water), O (water), S(=O)([O-])[O-].[Na+].[Na+] (sodium sulfite). Yields the product FC=1C=C(C=CC1S(=O)(=O)C1=CC=CC=C1)N (3-Fluoro-4-(phenylsulfonyl)benzeneamine). Procedure: To a stirred solution of 3-fluoro-4-(phenylthio)nitrobenzene (5.65 g, 22.7 mmol) in glacial acetic acid (200 mL) was added potassium permanganate (4.30 g, 27.2 mmol) in distilled water (75 mL). The dark brown mixture was stirred at room temperature for 1 hour, then treated with solid sodium sulfite until the solution clarified. The mixture was diluted with water and filtered to yield an off-white solid. Recrystallization from absolute ethanol yielded the title sulfone (4.80 g, 75%) as an off-whi... As a reaction SMILES: [F:1][C:2]1[CH:3]=[C:4]([N+:15]([O-])=O)[CH:5]=[CH:6][C:7]=1[S:8][C:9]1[CH:14]=[CH:13][CH:12]=[CH:11][CH:10]=1.[Mn]([O-])(=O)(=O)=[O:19].[K+].S([O-])([O-])=O.[Na+].[Na+].[OH2:30]>C(O)(=O)C>[F:1][C:2]1[CH:3]=[C:4]([NH2:15])[CH:5]=[CH:6][C:7]=1[S:8]([C:9]1[CH:14]=[CH:13][CH:12]=[CH:11][CH:10]=1)(=[O:19])=[O:30] |f:1.2,3.4.5|. Conditions: time 1 hour. The solvent is C(C)(=O)O (acetic acid).